This data is from the Open Reaction Database (ORD), a public repository of structured organic reaction records. The task is: describe an organic reaction: reactants, conditions, products, and yield Reactants: COS(OC)(=O)=O (Dimethylsulfuric acid), BrC1=CC=C(C=2C(C3=CC=CC=C3C(C12)=O)=O)NC(C)=O (4-bromo-1-acetylaminoanthraquinone), C(C(C)C)C(=O)C (methyl isobutyl ketone), [OH-].[K+] (potassium hydroxide). Reagents/catalysts: [Br-].C(CCC)[N+](CCCC)(CCCC)CCCC (tetra-n-butyl ammonium bromide). The solvent is O (water). Run at temperature 30 celsius, time 1 hour. Yields the product BrC1=CC=C(C=2C(C3=CC=CC=C3C(C12)=O)=O)N(C(C)=O)C (4-bromo-N-acetyl-1-methylaminoanthraquinone). The yield is 95.3%. Reaction SMILES: [Br:1][C:2]1[C:15]2[C:14](=[O:16])[C:13]3[C:8](=[CH:9][CH:10]=[CH:11][CH:12]=3)[C:7](=[O:17])[C:6]=2[C:5]([NH:18][C:19](=[O:21])[CH3:20])=[CH:4][CH:3]=1.[CH2:22](C(C)=O)C(C)C.[OH-].[K+].COS(=O)(=O)OC>[Br-].C([N+](CCCC)(CCCC)CCCC)CCC.O>[Br:1][C:2]1[C:15]2[C:14](=[O:16])[C:13]3[C:8](=[CH:9][CH:10]=[CH:11][CH:12]=3)[C:7](=[O:17])[C:6]=2[C:5]([N:18]([CH3:22])[C:19](=[O:21])[CH3:20])=[CH:4][CH:3]=1 |f:2.3,5.6|. Procedure details: A mixture of 4-bromo-1-acetylaminoanthraquinone (purity 98%, 35.1 g), methyl isobutyl ketone (500 g), tetra-n-butyl ammonium bromide (0.3 g) and 96% potassium hydroxide (12.0 g) was stirred for 1 hour while being maintained at 30° C. Dimethylsulfuric acid (25.2 g) was dropped at 30° C. over 2 hours. The mixture was stirred at 30° C. for 1 hour, 40° C. for 2 hours and 50° C. for 4 hours, successively. After water (250 g) was added, the solution was stirred for 1 hour, while being maintained at 50...